From a dataset of the Open Reaction Database (ORD), a public repository of structured organic reaction records. describe an organic reaction: reactants, conditions, products, and yield Reactants: BrCCC1=CC=C(C=C1)[N+](=O)[O-] (1-(2-Bromo-ethyl)-4-nitro-benzene), N1CCOCC1 (morpholine), C([O-])([O-])=O.[K+].[K+] (potassium carbonate). The solvent is CS(=O)C (DMSO). Reaction conditions: temperature 100 celsius, time 1 hour. Product: [N+](=O)([O-])C1=CC=C(C=C1)CCN1CCOCC1 (4-[2-(4-nitro-phenyl)-ethyl]-morpholine). Isolated yield 93.5%. RXN SMILES: Br[CH2:2][CH2:3][C:4]1[CH:9]=[CH:8][C:7]([N+:10]([O-:12])=[O:11])=[CH:6][CH:5]=1.[NH:13]1[CH2:18][CH2:17][O:16][CH2:15][CH2:14]1.C(=O)([O-])[O-].[K+].[K+]>CS(C)=O>[N+:10]([C:7]1[CH:8]=[CH:9][C:4]([CH2:3][CH2:2][N:13]2[CH2:18][CH2:17][O:16][CH2:15][CH2:14]2)=[CH:5][CH:6]=1)([O-:12])=[O:11] |f:2.3.4|. Procedure: 1-(2-Bromo-ethyl)-4-nitro-benzene (1 g, 4.3 mmol) was added to a mixture of morpholine (435 μL, 5 mmol) and potassium carbonate (690 mg, 5.0 mmol) in 5 mL of DMSO. The mixture was stirred at 100° C. for 1 hour. After cooling to room temperature, the mixture was extracted into ethyl acetate (EtOAc), washed with water, brine and then dried with sodium sulfate (Na2SO4). Removal of the solvent and chromatography on silica, eluting with EtOAc/CH3OH/NH4OH (10:1:0.1, v/v), gave 950 mg of 4-[2-(4-nitro-... Product: C(CCCCC)C1C(OC2=C1C=CC=C2OC2=C(C=CC=C2)C)=O (3-(n-hexyl)-7-(o-tolyloxy)-2,3-dihydrobenzofuran-2-one). Reported procedure: A mixture of ethyl 2-cyano-2-[2-methoxy-3-(o-tolyloxy)phenyl]-n-octanoate (6.6 g), acetic acid (30 ml) and hydriodic acid (58%, 30 ml) was refluxed under heating for 48 hours. After cooling, acetic acid was distilled off under reduced pressure. To the residue was added water, and the mixture was extracted with diethyl ether. The extract was washed with water, aqueous sodium hydrogen sulfite, aqueous sodium bicarbonate and water in turn, dried and then evaporated under reduced pressure. The oily ... Reaction SMILES: C([C:3]([C:15]1[CH:20]=[CH:19][CH:18]=[C:17]([O:21][C:22]2[CH:27]=[CH:26][CH:25]=[CH:24][C:23]=2[CH3:28])[C:16]=1OC)([CH2:9][CH2:10][CH2:11][CH2:12][CH2:13][CH3:14])[C:4]([O:6]CC)=[O:5])#N.I>C(O)(=O)C>[CH2:9]([CH:3]1[C:15]2[CH:20]=[CH:19][CH:18]=[C:17]([O:21][C:22]3[CH:27]=[CH:26][CH:25]=[CH:24][C:23]=3[CH3:28])[C:16]=2[O:5][C:4]1=[O:6])[CH2:10][CH2:11][CH2:12][CH2:13][CH3:14]. The reactants are C(#N)C(C(=O)OCC)(CCCCCC)C1=C(C(=CC=C1)OC1=C(C=CC=C1)C)OC (ethyl 2-cyano-2-[2-methoxy-3-(o-tolyloxy)phenyl]-n-octanoate), I (hydriodic acid). The yield is 47.8%. Solvent: C(C)(=O)O (acetic acid).